Dataset: the Open Reaction Database (ORD), a public repository of structured organic reaction records. Task: describe an organic reaction: reactants, conditions, products, and yield Starting materials: [Na+], O=C([O-])O, CC(C)(C)OC(=O)N1CCC(C(=O)NCc2ccc3[nH]ncc3c2)CC1. Yields the product O=C(NCc1ccc2[nH]ncc2c1)C1CCNCC1. Reaction SMILES: [Na+:27].[OH:28][C:29](=[O:30])[O-:31].[nH:1]1[n:2][cH:3][c:4]2[cH:5][c:6]([CH2:10][NH:11][C:12](=[O:13])[CH:14]3[CH2:15][CH2:16][N:17]([C:20]([O:21][C:22]([CH3:23])([CH3:24])[CH3:25])=[O:26])[CH2:18][CH2:19]3)[cH:7][cH:8][c:9]12>>[nH:1]1[n:2][cH:3][c:4]2[cH:5][c:6]([CH2:10][NH:11][C:12](=[O:13])[CH:14]3[CH2:15][CH2:16][NH:17][CH2:18][CH2:19]3)[cH:7][cH:8][c:9]12. Reactants: OC1=CC=2C(C3=CC=CC=C3OC2C=C1)=O (2-hydroxyxanthen-9-one), C(=O)([O-])[O-].[K+].[K+] (K2CO3), C(C#C)Br (propargyl bromide). Run in CC(=O)C (acetone). Yields the product C(#CC)OC1=CC=2C(C3=CC=CC=C3OC2C=C1)=O (2-propynyloxyxanthen-9-one). Reaction SMILES: [OH:1][C:2]1[CH:15]=[CH:14][C:13]2[O:12][C:11]3[C:6](=[CH:7][CH:8]=[CH:9][CH:10]=3)[C:5](=[O:16])[C:4]=2[CH:3]=1.C([O-])([O-])=O.[K+].[K+].[CH2:23](Br)[C:24]#[CH:25]>CC(C)=O>[C:23]([O:1][C:2]1[CH:15]=[CH:14][C:13]2[O:12][C:11]3[C:6](=[CH:7][CH:8]=[CH:9][CH:10]=3)[C:5](=[O:16])[C:4]=2[CH:3]=1)#[C:24][CH3:25] |f:1.2.3|. Procedure: A mixture of 2-hydroxyxanthen-9-one (2.12 g, 0.01 mol), K2CO3 (2.8 g, 0.02 mol), Kl (0.166 g, 0.001 mol), propargyl bromide (1.78 g, 0.015 mol) and acetone (100 mL) was refluxed 10 h and hot filtered. The solvent was evaporated and the residue was crystallized by toluene. This yields 2.25 g of a product with the following characteristics: m.p.153-154° C.; 1H NMR (CDCl3) δ: 2.58 (m, 1H), 4.8 (s, 2H), 7.35-8.38 (m, 7H). Reactants: ClCCCl, CN1CCOCC1, O=CN(CC(CC1CCCC1)C(=O)O)OCc1ccccc1, CN(C)C1CCN(c2nc(Cl)nc(NN)c2F)C1(C)C, Cl, Cl, Cl, Cl, Cl, CN(C)C=O, On1nnc2cccnc21. Product: CN(C)C1CCN(c2nc(Cl)nc(NNC(=O)C(CC3CCCC3)CN(C=O)OCc3ccccc3)c2F)C1(C)C. As a reaction SMILES: [CH2:65]([Cl:66])[CH2:67][Cl:68].[CH3:48][N:49]1[CH2:50][CH2:51][O:52][CH2:53][CH2:54]1.[CH:26]1([CH2:31][CH:32]([C:33](=[O:34])[OH:35])[CH2:36][N:37]([O:38][CH2:39][c:40]2[cH:41][cH:42][cH:43][cH:44][cH:45]2)[CH:46]=[O:47])[CH2:27][CH2:28][CH2:29][CH2:30]1.[Cl:6][c:7]1[n:8][c:9]([NH:24][NH2:25])[c:10]([F:23])[c:11]([N:13]2[C:14]([CH3:21])([CH3:22])[CH:15]([N:18]([CH3:19])[CH3:20])[CH2:16][CH2:17]2)[n:12]1.[ClH:1].[ClH:2].[ClH:3].[ClH:4].[ClH:5].[O:69]=[CH:70][N:71]([CH3:72])[CH3:73].[OH:55][n:56]1[c:57]2[n:58][cH:59][cH:60][cH:61][c:62]2[n:63][n:64]1>>[Cl:6][c:7]1[n:8][c:9]([NH:24][NH:25][C:33]([CH:32]([CH2:31][CH:26]2[CH2:27][CH2:28][CH2:29][CH2:30]2)[CH2:36][N:37]([O:38][CH2:39][c:40]2[cH:41][cH:42][cH:43][cH:44][cH:45]2)[CH:46]=[O:47])=[O:34])[c:10]([F:23])[c:11]([N:13]2[C:14]([CH3:21])([CH3:22])[CH:15]([N:18]([CH3:19])[CH3:20])[CH2:16][CH2:17]2)[n:12]1. Reactants: CC1=CC=C(C=C1)COC(=O)NNC(=O)C2=NC=CN=C2 (pH10), N12CC(C(CC1)CC2)=O (3-quinuclidinone), [Br-] (bromide), C1CCOC1 (THF), [Cl-].[NH4+] (ammonium chloride). The solvent is O (H2O). Product: OC1(CN2CCC1CC2)C2=C(C=CC=C2)OC (3-Hydroxy-3-(2-methoxyphenyl)quinuclidine). Reaction SMILES: [N:1]12[CH2:8][CH2:7][CH:4]([CH2:5][CH2:6]1)[C:3](=[O:9])[CH2:2]2.[Br-].[Cl-].[NH4+].C[C:14]1[CH:19]=[CH:18][C:17](COC(NNC(C2C=NC=CN=2)=O)=O)=[CH:16][CH:15]=1.C1C[O:37][CH2:36]C1>O>[OH:9][C:3]1([C:19]2[CH:18]=[CH:17][CH:16]=[CH:15][C:14]=2[O:37][CH3:36])[CH:4]2[CH2:7][CH2:8][N:1]([CH2:6][CH2:5]2)[CH2:2]1 |f:2.3|. Procedure: A solution of 3-quinuclidinone (3.97 g, 31.7 mmol) in THF (15 mL) was added dropwise to a solution of 2-methoxyphenylmagneisum bromide [prepared from 2-bromoanisole (3.76 mL, 28.9 mmol), iodine (2 crystals) and magnesium (0.77 g, 31.7 mmol) in THF (10 mL)] cooled in an ice/water bath. After 3 h at room temperature a saturated aqueous solution of ammonium chloride (50 mL) was added. The resulting mixture (pH10) was diluted with H2O (50 mL) and extracted with dichloromethane (4×50 mL). The combine... The reactants are CC#N, Cc1c([N+](=O)[O-])cc(C(N)=O)cc1[N+](=O)[O-], O, O=P(Cl)(Cl)Cl. The product is Cc1c([N+](=O)[O-])cc(C#N)cc1[N+](=O)[O-]. Reaction SMILES: [CH3:23][C:24]#[N:25].[CH3:6][c:7]1[c:8]([N+:19](=[O:20])[O-:21])[cH:9][c:10]([C:11](=[O:12])[NH2:13])[cH:14][c:15]1[N+:16](=[O:17])[O-:18].[OH2:22].[P:1]([Cl:2])([Cl:3])([Cl:4])=[O:5]>>[CH3:6][c:7]1[c:8]([N+:19](=[O:20])[O-:21])[cH:9][c:10]([C:11]#[N:13])[cH:14][c:15]1[N+:16](=[O:17])[O-:18]. Reactants: desired intermediate, NC1=NC=CC=C1 (2-aminopyridine), C(C)O (ethanol), ClCC=O (chloroacetaldehyde), C([O-])(O)=O.[Na+] (sodium bicarbonate). Run in O (water), O (water). The product is N=1C=CN2C1C=CC=C2 (imidazo[1,2-a]pyridine). As a reaction SMILES: [NH2:1][C:2]1[CH:7]=[CH:6][CH:5]=[CH:4][N:3]=1.Cl[CH2:9][CH:10]=O.C(=O)(O)[O-].[Na+].C(O)C>O>[N:1]1[CH:9]=[CH:10][N:3]2[CH:4]=[CH:5][CH:6]=[CH:7][C:2]=12 |f:2.3|. Procedure details: A mixture of 47 g. of 2-aminopyridine, 120 g. of a 45% chloroacetaldehyde solution in water and 50.4 g. of sodium bicarbonate in 400 ml. of anhydrous ethanol and 100 ml. of water is heated to reflux for 3 hrs. The reaction mixture is cooled, treated with 900 ml. of water and extracted with diethyl ether (3 × 700 ml.). The combined extracts are dried over sodium sulfate and concentrated to a brown oil. Distillation gives 18.8 g. of the desired intermediate as a light yellow oil, b.p. 70° C./0.02 ...